From a dataset of the Open Reaction Database (ORD), a public repository of structured organic reaction records. describe an organic reaction: reactants, conditions, products, and yield Starting materials: C[C@@H]1CC[C@H](CC1)NC(C=CC1=CC(=C(C=C1)OCCCl)OC)=O (N-(trans-4-methylcyclohexyl)-4-(2-chloroethoxy)-3-methoxycinnamamide), Cl (hydrochloric acid), [H-].[Na+] (sodium hydride), N1N=CC=C1 (pyrazole). Solvent: C1CCOC1 (THF), C(Cl)Cl (methylene chloride). The product is C[C@@H]1CC[C@H](CC1)NC(C=CC1=CC(=C(C=C1)OCCC1=NNC=C1)OC)=O (N-(trans-4-methylcyclohexyl)-4-(2-pyrazolylethoxy)-3-methoxycinnamamide). Isolated yield 21.2%. Reaction SMILES: [H-].[Na+].[NH:3]1[CH:7]=[CH:6][CH:5]=[N:4]1.[CH3:8][C@H:9]1[CH2:14][CH2:13][C@H:12]([NH:15][C:16](=[O:31])[CH:17]=[CH:18][C:19]2[CH:24]=[CH:23][C:22]([O:25][CH2:26][CH2:27]Cl)=[C:21]([O:29][CH3:30])[CH:20]=2)[CH2:11][CH2:10]1.Cl>C1COCC1.C(Cl)Cl>[CH3:8][C@H:9]1[CH2:14][CH2:13][C@H:12]([NH:15][C:16](=[O:31])[CH:17]=[CH:18][C:19]2[CH:24]=[CH:23][C:22]([O:25][CH2:26][CH2:27][C:7]3[CH:6]=[CH:5][NH:4][N:3]=3)=[C:21]([O:29][CH3:30])[CH:20]=2)[CH2:11][CH2:10]1 |f:0.1|. Reported procedure: 0.5 g of sodium hydride was added to a solution of 0.68 g of pyrazole in 50 ml of THF. Next, 1.9 g of N-(trans-4-methylcyclohexyl)-4-(2-chloroethoxy)-3-methoxycinnamamide (Example 138) was added to the solution. The solution was reacted for 24 hours, while it was refluxed. After reaction, 2 N hydrochloric acid was added, acidifying the reaction solution. The solution was washed with 100 ml of methylene chloride. Ammonia water was added to the aqueous layer obtained, alkalizing the solution. Ther... Reaction SMILES: [Cl:1][C:2]1[CH:3]=[CH:4][C:5]2[N:6]([CH:8]=[CH:9][N:10]=2)[CH:7]=1.[Br:11]Br>C(O)(=O)C>[Br:11][C:8]1[N:6]2[CH:7]=[C:2]([Cl:1])[CH:3]=[CH:4][C:5]2=[N:10][CH:9]=1. Isolated yield 109.3%. Run in C(C)(=O)O (acetic acid). Reported procedure: To 6-chloro-imidazo[1,2-a]pyridine (1 eq, 253 mmol, 39 g) in acetic acid (500 ml) under inert atmosphere, is added dropwise bromine (1 eq, 253 mmol, 13 ml). After 1 hour stirring at room temperature, the reaction mixture is filtered and to give a beige solid (64 g) 3-Bromo-6-chloro-imidazo[1,2-a]pyridine hydrobromide; [M+H]+232 (234) The reactants are ClC=1C=CC=2N(C1)C=CN2 (6-chloro-imidazo[1,2-a]pyridine), BrBr (bromine). Product: BrC1=CN=C2N1C=C(C=C2)Cl (3-Bromo-6-chloro-imidazo[1,2-a]pyridine). Run at time 1 hour. Reactants: C(C)(C)(CC)OC(=O)NC=1SC=C(N1)C(C(=O)OCC)=O (ethyl 2-(2-tert-pentyloxycarbonylamino-1,3-thiazol-4-yl)glyoxylate), C(C)(C)(CC)OC(=O)N=C1SC=C(N1)C(C(=O)OCC)=O (ethyl 2-(2-tert-pentyloxycarbonylimino-2,3-dihydro-1,3-thiazol-4-yl)-glyoxylate), C(C)O (ethanol), [OH-].[Na+] (sodium hydroxide). Run in O (water). Reaction conditions: time 1 hour. Yields the product C(C)(C)(CC)OC(=O)NC=1SC=C(N1)C(C(=O)O)=O (2-(2-tert-pentyloxycarbonylamino-1,3-thiazol-4-yl)glyoxylic acid). As a reaction SMILES: [C:1]([O:6][C:7]([NH:9][C:10]1[S:11][CH:12]=[C:13]([C:15](=[O:21])[C:16]([O:18]CC)=[O:17])[N:14]=1)=[O:8])([CH2:4][CH3:5])([CH3:3])[CH3:2].C(O)C.[OH-].[Na+]>O>[C:1]([O:6][C:7]([NH:9][C:10]1[S:11][CH:12]=[C:13]([C:15](=[O:21])[C:16]([OH:18])=[O:17])[N:14]=1)=[O:8])([CH2:4][CH3:5])([CH3:2])[CH3:3] |f:2.3|. Procedure: A mixture of ethyl 2-(2-tert-pentyloxycarbonylamino-1,3-thiazol-4-yl)glyoxylate, which can be represented as ethyl 2-(2-tert-pentyloxycarbonylimino-2,3-dihydro-1,3-thiazol-4-yl)-glyoxylate, (2.8 g.) and ethanol (10 ml.) was mixed with a solution of sodium hydroxide (0.54 g.) in water (20 ml.), and the mixture was stirred for 1 hour at room temperature. After the reaction, a small amount of ethanol was distilled off. The remaining reaction mixture was washed with diethyl ether and then the aqueou... Reactants: COC=1C=C(C=C(C1OC)OC)C1=C(C(=O)OCC)C=CC=N1 (Ethyl 2-(3,4,5-trimethoxyphenyl)nicotinate), C1CCOC1 (THF), O (water), S(=O)(=O)([O-])[O-].[Na+].[Na+] (sodium sulfate), [H-].[Al+3].[Li+].[H-].[H-].[H-] (lithium aluminum hydride). Conditions: temperature 0 celsius, time 1 hour. Yields the product OCC1=CC(=NC=C1)C1=CC(=C(C(=C1)OC)OC)OC (4-hydroxymethyl-2-(3,4,5-trimethoxyphenyl)-pyridine). RXN SMILES: [CH3:1][O:2][C:3]1[CH:4]=[C:5]([C:13]2[N:23]=[CH:22][CH:21]=[CH:20][C:14]=2C(OCC)=O)[CH:6]=[C:7]([O:11][CH3:12])[C:8]=1[O:9][CH3:10].[H-].[Al+3].[Li+].[H-].[H-].[H-].O.S([O-])([O-])(=O)=O.[Na+].[Na+].C1C[O:41][CH2:40]C1>>[OH:41][CH2:40][C:20]1[CH:21]=[CH:22][N:23]=[C:13]([C:5]2[CH:6]=[C:7]([O:11][CH3:12])[C:8]([O:9][CH3:10])=[C:3]([O:2][CH3:1])[CH:4]=2)[CH:14]=1 |f:1.2.3.4.5.6,8.9.10|. Procedure details: Ethyl 2-(3,4,5-trimethoxyphenyl)nicotinate (27.70 g) was dissolved in THF (200 mL), and to the solution lithium aluminum hydride (3.31 g) was added at 0° C. under an argon atmosphere, and the mixture was stirred at 0° C. for 1 hour as it is. A small amount of water and then sodium sulfate were added to the reaction mixture, and the reaction mixture was filtered through celite. The filtrate was concentrated under reduced pressure, and the resultant crystals were recrystallized from ethyl acetate-...